From a dataset of the Open Reaction Database (ORD), a public repository of structured organic reaction records. describe an organic reaction: reactants, conditions, products, and yield The reactants are C(C)(=O)OC1=CC=C(C=C1)[C@@H]1CC[C@H](CC1)\C=C\CCC (p-[trans-4-(1E-pentenyl)cyclohexyl]phenyl acetate), Cl (hydrochloric acid). The solvent is solution, [OH-].[K+] (potassium hydroxide), CO (methanol). Run at time 30 minute. Yields the product C(=C\CCC)/[C@@H]1CC[C@H](CC1)C1=CC=C(C=C1)O (p-[trans-4-(1E-pentenyl)cyclohexyl]phenol). Isolated yield 99.8%. As a reaction SMILES: C([O:4][C:5]1[CH:10]=[CH:9][C:8]([C@H:11]2[CH2:16][CH2:15][C@H:14](/[CH:17]=[CH:18]/[CH2:19][CH2:20][CH3:21])[CH2:13][CH2:12]2)=[CH:7][CH:6]=1)(=O)C.Cl>[OH-].[K+].CO>[CH:17](/[C@H:14]1[CH2:13][CH2:12][C@H:11]([C:8]2[CH:7]=[CH:6][C:5]([OH:4])=[CH:10][CH:9]=2)[CH2:16][CH2:15]1)=[CH:18]\[CH2:19][CH2:20][CH3:21] |f:2.3|. Reported procedure: 385 mg of p-[trans-4-(1E-pentenyl)cyclohexyl]phenyl acetate were dissolved in 100 ml of a 1N solution of potassium hydroxide in methanol while gassing with argon and the mixture was stirred at room temperature for 30 minutes. Subsequently, the reaction mixture was poured into 80 ml of 1N hydrochloric acid and extracted three times with 60 ml of diethyl ether each time. The organic phases were washed twice with 60 ml of water each time, dried over magnesium sulphate and concentrated. There were o... Reactants: C[Si]([N-][Si](C)(C)C)(C)C.[Li+] (Lithium hexamethyldisilazide), C(#N)C=1C=C(C=CC1F)S(=O)(=O)Cl (3-cyano-4-fluorobenzenesulfonyl chloride), COC1=C(CNC2=NC=NS2)C=CC(=C1)OC ((2,4-Dimethoxy-benzyl)-(1,2,4)thiadiazol-5-yl-amine), [Cl-].[NH4+] (ammonium chloride). The solvent is O1CCCC1 (tetrahydrofuran), O1CCCC1 (tetrahydrofuran), O1CCCC1 (tetrahydrofuran). Run at temperature -78 celsius, time 30 minute. Yields the product C(#N)C=1C=C(C=CC1F)S(=O)(=O)N(C1=NC=NS1)CC1=C(C=C(C=C1)OC)OC (3-cyano-N-(2,4-dimethoxybenzyl)-4-fluoro-N-(1,2,4-thiadiazol-5-yl)benzenesulfonamide). Yield: 25.8%. RXN SMILES: [CH3:1][O:2][C:3]1[CH:15]=[C:14]([O:16][CH3:17])[CH:13]=[CH:12][C:4]=1[CH2:5][NH:6][C:7]1[S:11][N:10]=[CH:9][N:8]=1.C[Si](C)(C)[N-][Si](C)(C)C.[Li+].[C:28]([C:30]1[CH:31]=[C:32]([S:37](Cl)(=[O:39])=[O:38])[CH:33]=[CH:34][C:35]=1[F:36])#[N:29].[Cl-].[NH4+]>O1CCCC1>[C:28]([C:30]1[CH:31]=[C:32]([S:37]([N:6]([CH2:5][C:4]2[CH:12]=[CH:13][C:14]([O:16][CH3:17])=[CH:15][C:3]=2[O:2][CH3:1])[C:7]2[S:11][N:10]=[CH:9][N:8]=2)(=[O:39])=[O:38])[CH:33]=[CH:34][C:35]=1[F:36])#[N:29] |f:1.2,4.5|. Procedure: (2,4-Dimethoxy-benzyl)-(1,2,4)thiadiazol-5-yl-amine (Preparation 14, 8.010 g, 0.03200 mol) was dissolved in tetrahydrofuran (100 mL, 1.3 mol) and cooled to −78° C. 1.0 M of Lithium hexamethyldisilazide in tetrahydrofuran (35.2 mL) was added dropwise to the reaction mixture. The cooling bath was removed and the reaction was allowed to stir for 30 minutes. The reaction was cooled back to −78° C. and a solution of 3-cyano-4-fluorobenzenesulfonyl chloride (7.028 g, 0.03200 mol) in tetrahydrofuran (8...